describe an organic reaction: reactants, conditions, products, and yield From a dataset of the Open Reaction Database (ORD), a public repository of structured organic reaction records. The reactants are C(CCC)C=1N(C(=C(N1)Cl)CO)CC1=CC=C(C=C1)C1=C(C=CC=C1)C(=O)O (2-butyl-1-[(2'-carboxybiphenyl-4-yl)methyl]-4-chloro-5-hydroxymethylimidazole), [OH-].[Na+] (sodium hydroxide), [Cl-].C1(=CC=CC=C1)N(C(=O)[N+]1=CC=CC=C1)C1=CC=CC=C1 (N-(N,N-diphenylcarbamoyl)pyridinium chloride). The solvent is CO (methanol), CO (methanol), C(C)(=O)OCC (ethyl acetate). Reaction conditions: temperature 25 celsius, time 0.75 hour. Product: C(CCC)C=1N(C(=C(N1)Cl)CO)CC1=CC=C(C=C1)C1=C(C=CC=C1)C(=O)OC(N(C1=CC=CC=C1)C1=CC=CC=C1)=O (2-butyl-4-chloro-1-[(2'-(N,N-diphenylcarbamoyloxycarbonyl)biphenyl-4-yl)methyl]-5-hydroxymethylimidazole). Isolated yield 110.2%. As a reaction SMILES: [CH2:1]([C:5]1[N:6]([CH2:13][C:14]2[CH:19]=[CH:18][C:17]([C:20]3[CH:25]=[CH:24][CH:23]=[CH:22][C:21]=3[C:26]([OH:28])=[O:27])=[CH:16][CH:15]=2)[C:7]([CH2:11][OH:12])=[C:8]([Cl:10])[N:9]=1)[CH2:2][CH2:3][CH3:4].[OH-].[Na+].[Cl-].[C:32]1([N:38]([C:47]2[CH:52]=[CH:51][CH:50]=[CH:49][CH:48]=2)[C:39]([N+]2C=CC=CC=2)=[O:40])[CH:37]=[CH:36][CH:35]=[CH:34][CH:33]=1>CO.C(OCC)(=O)C>[CH2:1]([C:5]1[N:6]([CH2:13][C:14]2[CH:19]=[CH:18][C:17]([C:20]3[CH:25]=[CH:24][CH:23]=[CH:22][C:21]=3[C:26]([O:28][C:39](=[O:40])[N:38]([C:47]3[CH:48]=[CH:49][CH:50]=[CH:51][CH:52]=3)[C:32]3[CH:37]=[CH:36][CH:35]=[CH:34][CH:33]=3)=[O:27])=[CH:16][CH:15]=2)[C:7]([CH2:11][OH:12])=[C:8]([Cl:10])[N:9]=1)[CH2:2][CH2:3][CH3:4] |f:1.2,3.4|. Procedure details: A solution of 3.99 g of 2-butyl-1-[(2'-carboxybiphenyl-4-yl)methyl]-4-chloro-5-hydroxymethylimidazole (Example 94) and 10 mL of 1.00N aqueous sodium hydroxide in 60 mL of methanol was added dropwise over 0.25 hour to a solution of 3.73 g of N-(N,N-diphenylcarbamoyl)pyridinium chloride in 30 mL of methanol at 25° C. The resulting mixture was stirred at 25° C. for 0.75 hour and then was diluted with ethyl acetate. This organic solution was washed with water and brine, dried over anhydrous sodium s... The product is C(CCCCCCC)ON1C(CC(CC1(C)C)CCCCNC1=NC(=NC(=N1)NCCCCC1CC(N(C(C1)(C)C)OCCCCCCCC)(C)C)NCC(=O)O)(C)C (N-{4,6-Bis[N-(1-octyloxy-2,2,6,6-tetramethylpiperidin-4-yl)butylamino]-1,3,5-triazin-2-yl}glycine). Starting materials: ClC1=NC(=NC(=N1)NCCCCC1CC(N(C(C1)(C)C)OCCCCCCCC)(C)C)NCCCCC1CC(N(C(C1)(C)C)OCCCCCCCC)(C)C (2-chloro-4,6-bis[N-(1-octyloxy-2,2,6,6-tetramethylpiperidin-4-yl)butylamino]-1,3,5-triazine), NCC(=O)O (glycine). Reaction SMILES: Cl[C:2]1[N:7]=[C:6]([NH:8][CH2:9][CH2:10][CH2:11][CH2:12][CH:13]2[CH2:18][C:17]([CH3:20])([CH3:19])[N:16]([O:21][CH2:22][CH2:23][CH2:24][CH2:25][CH2:26][CH2:27][CH2:28][CH3:29])[C:15]([CH3:31])([CH3:30])[CH2:14]2)[N:5]=[C:4]([NH:32][CH2:33][CH2:34][CH2:35][CH2:36][CH:37]2[CH2:42][C:41]([CH3:44])([CH3:43])[N:40]([O:45][CH2:46][CH2:47][CH2:48][CH2:49][CH2:50][CH2:51][CH2:52][CH3:53])[C:39]([CH3:55])([CH3:54])[CH2:38]2)[N:3]=1.[NH2:56][CH2:57][C:58]([OH:60])=[O:59]>>[CH2:22]([O:21][N:16]1[C:17]([CH3:19])([CH3:20])[CH2:18][CH:13]([CH2:12][CH2:11][CH2:10][CH2:9][NH:8][C:6]2[N:5]=[C:4]([NH:32][CH2:33][CH2:34][CH2:35][CH2:36][CH:37]3[CH2:38][C:39]([CH3:55])([CH3:54])[N:40]([O:45][CH2:46][CH2:47][CH2:48][CH2:49][CH2:50][CH2:51][CH2:52][CH3:53])[C:41]([CH3:44])([CH3:43])[CH2:42]3)[N:3]=[C:2]([NH:56][CH2:57][C:58]([OH:60])=[O:59])[N:7]=2)[CH2:14][C:15]1([CH3:30])[CH3:31])[CH2:23][CH2:24][CH2:25][CH2:26][CH2:27][CH2:28][CH3:29]. Procedure details: The title compound is prepared from the reaction of 2-chloro-4,6-bis[N-(1-octyloxy-2,2,6,6-tetramethylpiperidin-4-yl)butylamino]-1,3,5-triazine and glycine according to the procedure of Example 15. Starting materials: BrCc1ccccc1, Oc1ccc(O)c(Br)c1, CO, [Cl-], [K+], [K+], [NH4+], O=C([O-])[O-]. The product is Oc1ccc(OCc2ccccc2)c(Br)c1. Reaction SMILES: [Br:16][CH2:17][c:18]1[cH:19][cH:20][cH:21][cH:22][cH:23]1.[Br:7][c:8]1[c:9]([OH:15])[cH:10][cH:11][c:12]([OH:14])[cH:13]1.[CH3:26][OH:27].[Cl-:24].[K+:1].[K+:2].[NH4+:25].[O-:3][C:4]([O-:5])=[O:6]>>[Br:7][c:8]1[c:9]([O:15][CH2:17][c:18]2[cH:19][cH:20][cH:21][cH:22][cH:23]2)[cH:10][cH:11][c:12]([OH:14])[cH:13]1. Reactants: CC(=O)Nc1nc2ccc(-c3cnc(Cl)c(NS(C)(=O)=O)c3)nn2c1-c1cccc(F)c1, CC(=O)Nc1nc2ccc(-c3cnc(Cl)c(NS(C)(=O)=O)c3)nn2c1I, O=C(c1cc(B(O)O)ccc1F)N1CCOCC1. The product is CC(=O)Nc1nc2ccc(-c3cnc(Cl)c(NS(C)(=O)=O)c3)nn2c1-c1ccc(F)c(C(=O)N2CCOCC2)c1. As a reaction SMILES: [Cl:1][c:2]1[c:3]([NH:28][S:29](=[O:30])(=[O:31])[CH3:32])[cH:4][c:5](-[c:8]2[cH:9][cH:10][c:11]3[n:12]([n:13]2)[c:14](-[c:21]2[cH:22][cH:23][cH:24][c:25]([F:26])[cH:27]2)[c:15]([NH:17][C:18]([CH3:19])=[O:20])[n:16]3)[cH:6][n:7]1.[Cl:33][c:34]1[n:35][cH:36][c:37](-[c:38]2[cH:39][cH:40][c:41]3[n:42]([c:43]([I:44])[c:45]([NH:46][C:47](=[O:48])[CH3:49])[n:50]3)[n:51]2)[cH:52][c:53]1[NH:54][S:55]([CH3:56])(=[O:57])=[O:58].[F:59][c:60]1[c:61]([C:69](=[O:70])[N:71]2[CH2:72][CH2:73][O:74][CH2:75][CH2:76]2)[cH:62][c:63]([B:66]([OH:67])[OH:68])[cH:64][cH:65]1>>[Cl:1][c:2]1[c:3]([NH:28][S:29](=[O:30])(=[O:31])[CH3:32])[cH:4][c:5](-[c:8]2[cH:9][cH:10][c:11]3[n:12]([n:13]2)[c:14](-[c:63]2[cH:62][c:61]([C:69](=[O:70])[N:71]4[CH2:72][CH2:73][O:74][CH2:75][CH2:76]4)[c:60]([F:59])[cH:65][cH:64]2)[c:15]([NH:17][C:18]([CH3:19])=[O:20])[n:16]3)[cH:6][n:7]1. Reactants: CCOC(=O)Cc1cc(Cl)c(OCC2CC2)c(-c2ccc(C(F)(F)F)cc2)c1, Cl, FC(F)(F)CI, [H-], [Na+], CN(C)C=O, O. Product: CCOC(=O)C(CC(F)(F)F)c1cc(Cl)c(OCC2CC2)c(-c2ccc(C(F)(F)F)cc2)c1. Reaction SMILES: [Cl:3][c:4]1[cH:5][c:6]([CH2:25][C:26](=[O:27])[O:28][CH2:29][CH3:30])[cH:7][c:8](-[c:15]2[cH:16][cH:17][c:18]([C:21]([F:22])([F:23])[F:24])[cH:19][cH:20]2)[c:9]1[O:10][CH2:11][CH:12]1[CH2:13][CH2:14]1.[ClH:37].[F:31][C:32]([CH2:33][I:34])([F:35])[F:36].[H-:2].[Na+:1].[O:38]=[CH:39][N:40]([CH3:41])[CH3:42].[OH2:43]>>[Cl:3][c:4]1[cH:5][c:6]([CH:25]([C:26](=[O:27])[O:28][CH2:29][CH3:30])[CH2:33][C:32]([F:31])([F:35])[F:36])[cH:7][c:8](-[c:15]2[cH:16][cH:17][c:18]([C:21]([F:22])([F:23])[F:24])[cH:19][cH:20]2)[c:9]1[O:10][CH2:11][CH:12]1[CH2:13][CH2:14]1. Reactants: O=C(OCc1ccccc1)C1(C(F)(F)F)CO1, CO, [H][H], O=[Pt]. Product: O=C(O)C1(C(F)(F)F)CO1. As a reaction SMILES: [CH2:1]([c:2]1[cH:3][cH:4][cH:5][cH:6][cH:7]1)[O:8][C:9]([C:10]1([C:13]([F:14])([F:15])[F:16])[CH2:11][O:12]1)=[O:17].[CH3:22][OH:23].[H:18][H:19].[Pt:20]=[O:21]>>[O:8]=[C:9]([C:10]1([C:13]([F:14])([F:15])[F:16])[CH2:11][O:12]1)[OH:17]. The reactants are CC(C)(C)NC(=O)c1sc(Cl)cc1C=O, Cc1ccc(C(=O)O)cc1B1OC(C)(C)C(C)(C)O1, CCO, COCCOC, [Cl-], [NH4+], [Na+], [Na+], O=C([O-])[O-], O, Cl[Pd]Cl, c1ccc(P(c2ccccc2)c2ccccc2)cc1, c1ccc(P(c2ccccc2)c2ccccc2)cc1. Yields the product Cc1ccc(C(=O)O)cc1-c1cc(C=O)c(C(=O)NC(C)(C)C)s1. As a reaction SMILES: [C:1]([CH3:2])([CH3:3])([CH3:4])[NH:5][C:6](=[O:7])[c:8]1[s:9][c:10]([Cl:15])[cH:11][c:12]1[CH:13]=[O:14].[CH3:16][c:17]1[c:18]([B:26]2[O:27][C:28]([CH3:29])([CH3:30])[C:31]([CH3:32])([CH3:33])[O:34]2)[cH:19][c:20]([C:21](=[O:22])[OH:23])[cH:24][cH:25]1.[CH3:41][CH2:42][OH:43].[CH3:44][O:45][CH2:46][CH2:47][O:48][CH3:49].[Cl-:50].[NH4+:51].[Na+:35].[Na+:36].[O-:37][C:38](=[O:39])[O-:40].[OH2:93].[Pd:52]([Cl:53])[Cl:54].[c:55]1([P:56]([c:57]2[cH:58][cH:59][cH:60][cH:61][cH:62]2)[c:63]2[cH:64][cH:65][cH:66][cH:67][cH:68]2)[cH:69][cH:70][cH:71][cH:72][cH:73]1.[c:74]1([P:75]([c:76]2[cH:77][cH:78][cH:79][cH:80][cH:81]2)[c:82]2[cH:83][cH:84][cH:85][cH:86][cH:87]2)[cH:88][cH:89][cH:90][cH:91][cH:92]1>>[C:1]([CH3:2])([CH3:3])([CH3:4])[NH:5][C:6](=[O:7])[c:8]1[s:9][c:10](-[c:18]2[c:17]([CH3:16])[cH:25][cH:24][c:20]([C:21](=[O:22])[OH:23])[cH:19]2)[cH:11][c:12]1[CH:13]=[O:14]. The reactants are [Cl-].[NH4+] (ammonium chloride), [Cl-].[Li+] (lithium chloride), FC(S(=O)(=O)OC1=C(C=C(C=C1)C1CC[Si](CC1)(C1=CC=CC=C1)CCCCC)F)(F)F ((2-fluoro-4-(4-n-pentyl-4-phenyl-4-silacyclohexyl)phenyl) trifluoromethanesulfonate), O1CCCC1 (tetrahydrofuran), [Cl-].FC=1C=C(C=C(C1F)F)[Zn+] (3,4,5-trifluorophenylzinc chloride), Grignard reagent. The reagents and catalysts are C=1C=CC(=CC1)[P](C=2C=CC=CC2)(C=3C=CC=CC3)[Pd]([P](C=4C=CC=CC4)(C=5C=CC=CC5)C=6C=CC=CC6)([P](C=7C=CC=CC7)(C=8C=CC=CC8)C=9C=CC=CC9)[P](C=1C=CC=CC1)(C=1C=CC=CC1)C=1C=CC=CC1 (tetrakis(triphenylphosphine)palladium), [Cl-].[Zn+2].[Cl-] (zinc chloride). Solvent: CN(C=O)C (N,N-dimethylformamide). Reaction conditions: time 8 hour. The product is C(CCCC)[Si]1(CCC(CC1)C1=CC(=C(C=C1)C1=CC(=C(C(=C1)F)F)F)F)C1=CC=CC=C1 (4-(4-n-pentyl-4-phenyl-4-silacyclohexyl)-2,3',4',5'-tetrafluorobiphenyl). Yield: 85.1%. RXN SMILES: O1CCCC1.[Cl-].[F:7][C:8]1[CH:9]=[C:10]([Zn+])[CH:11]=[C:12]([F:15])[C:13]=1[F:14].[Cl-].[Li+].[Cl-].[NH4+].FC(F)(F)S(O[C:27]1[CH:32]=[CH:31][C:30]([CH:33]2[CH2:38][CH2:37][Si:36]([CH2:45][CH2:46][CH2:47][CH2:48][CH3:49])([C:39]3[CH:44]=[CH:43][CH:42]=[CH:41][CH:40]=3)[CH2:35][CH2:34]2)=[CH:29][C:28]=1[F:50])(=O)=O>[Cl-].[Zn+2].[Cl-].C1C=CC([P]([Pd]([P](C2C=CC=CC=2)(C2C=CC=CC=2)C2C=CC=CC=2)([P](C2C=CC=CC=2)(C2C=CC=CC=2)C2C=CC=CC=2)[P](C2C=CC=CC=2)(C2C=CC=CC=2)C2C=CC=CC=2)(C2C=CC=CC=2)C2C=CC=CC=2)=CC=1.CN(C)C=O>[CH2:45]([Si:36]1([C:39]2[CH:40]=[CH:41][CH:42]=[CH:43][CH:44]=2)[CH2:37][CH2:38][CH:33]([C:30]2[CH:31]=[CH:32][C:27]([C:10]3[CH:9]=[C:8]([F:7])[C:13]([F:14])=[C:12]([F:15])[CH:11]=3)=[C:28]([F:50])[CH:29]=2)[CH2:34][CH2:35]1)[CH2:46][CH2:47][CH2:48][CH3:49] |f:1.2,3.4,5.6,8.9.10,^1:59,61,80,99|. Reported procedure: 40 ml of a tetrahydrofuran solution of 0.8 moles of 3,4,5-trifluorophenylzinc chloride prepared by reaction between a corresponding Grignard reagent and zinc chloride was dropped in a mixture of 10.0 g of (2-fluoro-4-(4-n-pentyl-4-phenyl-4-silacyclohexyl)phenyl) trifluoromethanesulfonate, 100 mg of tetrakis(triphenylphosphine)palladium (0), 500 mg of lithium chloride and 50 ml of N,N-dimethylformamide. After agitation at 50° C. for 8 hours, the mixture was charged into an ammonium chloride aqueo... Reactants: O=P12OP3(=O)OP(=O)(O1)OP(=O)(O2)O3 (Phosphorus pentoxide), CC(C(=O)NNC(C1=CC(=C(C=C1)[N+](=O)[O-])C)=O)(C)C (N′-(2,2-dimethylpropanoyl)-3-methyl-4-nitrobenzhydrazide), ice water. The solvent is C1(=CC=CC=C1)C (toluene). The product is CC(C)(C)C=1OC(=NN1)C1=CC(=C(C=C1)[N+](=O)[O-])C (2-(1,1-dimethylethyl)-5-(3-methyl-4-nitrophenyl)-1,3,4-oxadiazole). RXN SMILES: O=P12OP3(OP(OP(O3)(O1)=O)(=O)O2)=O.[CH3:15][C:16]([CH3:34])([CH3:33])[C:17]([NH:19][NH:20][C:21](=[O:32])[C:22]1[CH:27]=[CH:26][C:25]([N+:28]([O-:30])=[O:29])=[C:24]([CH3:31])[CH:23]=1)=O>C1(C)C=CC=CC=1>[CH3:15][C:16]([C:17]1[O:32][C:21]([C:22]2[CH:27]=[CH:26][C:25]([N+:28]([O-:30])=[O:29])=[C:24]([CH3:31])[CH:23]=2)=[N:20][N:19]=1)([CH3:34])[CH3:33]. Reported procedure: Phosphorus pentoxide (10 g) is added to a suspension of N′-(2,2-dimethylpropanoyl)-3-methyl-4-nitrobenzhydrazide (5.1 g) in toluene (200 ml). After refluxing for 2 h, the reaction mixture is poured into ice-water and extracted with diethyl ether. The organic phases are combined, dried over magnesium sulphate, evaporated and purified by chromatography on silica (eluent: 2/1 diethyl ether/petroleum ether) to give 2-(1,1-dimethylethyl)-5-(3-methyl-4-nitrophenyl)-1,3,4-oxadiazole.